describe an organic reaction: reactants, conditions, products, and yield From a dataset of the Open Reaction Database (ORD), a public repository of structured organic reaction records. Reactants: ClCCO[C@@H]1[C@H](C[C@@H]2CC[C@H]3[C@@H]4CC[C@H](C(C)=O)[C@]4(CC([C@@H]3[C@]2(C1)C)=O)C)O (2β(2'-Chloroethoxy)-3α-hydroxy-5α-pregnane-11,20-dione), N1CCOCC1 (morpholine). Product: O[C@H]1C[C@@H]2CC[C@H]3[C@@H]4CC[C@H](C(C)=O)[C@]4(CC([C@@H]3[C@]2(C[C@@H]1OCCN1CCOCC1)C)=O)C (3α-Hydroxy-2β-(2'-morpholinoethoxy)-5α-pregnane-11,20-dione). As a reaction SMILES: Cl[CH2:2][CH2:3][O:4][C@H:5]1[CH2:24][C@@:23]2([CH3:25])[C@@H:8]([CH2:9][CH2:10][C@@H:11]3[C@@H:22]2[C:21](=[O:26])[CH2:20][C@@:19]2([CH3:27])[C@H:12]3[CH2:13][CH2:14][C@@H:15]2[C:16](=[O:18])[CH3:17])[CH2:7][C@@H:6]1[OH:28].[NH:29]1[CH2:34][CH2:33][O:32][CH2:31][CH2:30]1>>[OH:28][C@@H:6]1[C@@H:5]([O:4][CH2:3][CH2:2][N:29]2[CH2:34][CH2:33][O:32][CH2:31][CH2:30]2)[CH2:24][C@@:23]2([CH3:25])[C@@H:8]([CH2:9][CH2:10][C@@H:11]3[C@@H:22]2[C:21](=[O:26])[CH2:20][C@@:19]2([CH3:27])[C@H:12]3[CH2:13][CH2:14][C@@H:15]2[C:16](=[O:18])[CH3:17])[CH2:7]1. Procedure: 2β(2'-Chloroethoxy)-3α-hydroxy-5α-pregnane-11,20-dione (100 mg.) was dissolved in morpholine (10 ml.) and the solution heated on a steam-bath for 24 hours, complete reaction occurring. The morpholine was evaporated off in vacuo and the orange oil obtained purified by preparative TLC in ethyl acetate to give the title compound (40 mg.) as a pale yellow oil. Reactants: C(C)OC(=O)C1C(C2=C(CN1CC1=C(C=C(C=C1)OC)OC)C=C(S2)Br)=O (2-Bromo-5-(2,4-dimethoxy-benzyl)-7-oxo-4,5,6,7-tetrahydro-thieno[3,2-c]pyridine-6-carboxylic acid ethyl ester), S(=O)(Cl)Cl (thionyl chloride). Solvent: ClCCl (dichloromethane). Conditions: time 5 hour. The product is C(C)OC(=O)C1=C(C2=C(C=N1)C=C(S2)Br)O (2-Bromo-7-hydroxy-thieno[3,2-c]pyridine-6-carboxylic acid ethyl ester). Reaction SMILES: [CH2:1]([O:3][C:4]([CH:6]1[N:11](CC2C=CC(OC)=CC=2OC)[CH2:10][C:9]2[CH:23]=[C:24]([Br:26])[S:25][C:8]=2[C:7]1=[O:27])=[O:5])[CH3:2].S(Cl)(Cl)=O>ClCCl>[CH2:1]([O:3][C:4]([C:6]1[N:11]=[CH:10][C:9]2[CH:23]=[C:24]([Br:26])[S:25][C:8]=2[C:7]=1[OH:27])=[O:5])[CH3:2]. Procedure: 2-Bromo-5-(2,4-dimethoxy-benzyl)-7-oxo-4,5,6,7-tetrahydro-thieno[3,2-c]pyridine-6-carboxylic acid ethyl ester (example 21.c, 5.66 g, 12.5 mmol) was dissolved in 85 mL of anhydrous dichloromethane. To the solution was added 1.37 mL of thionyl chloride, and the reaction mixture was stirred for 5 hours. The solution was filtered on a fine glass frit filter to collect a white solid precipitate. The solid was washed twice with cold dichloromethane and then partitioned between saturated sodium bicarbo...